Task: describe an organic reaction: reactants, conditions, products, and yield. Dataset: the Open Reaction Database (ORD), a public repository of structured organic reaction records RXN SMILES: [CH3:1][NH2:2].[CH3:3][C:4]1[CH:9]=[CH:8][C:7]([C:10]2[N:11]=[C:12]([C:23](O)=[O:24])[N:13]([CH3:22])[C:14]=2[C:15]2[CH:20]=[CH:19][C:18]([CH3:21])=[CH:17][CH:16]=2)=[CH:6][CH:5]=1>>[CH3:1][NH:2][C:23]([C:12]1[N:13]([CH3:22])[C:14]([C:15]2[CH:20]=[CH:19][C:18]([CH3:21])=[CH:17][CH:16]=2)=[C:10]([C:7]2[CH:6]=[CH:5][C:4]([CH3:3])=[CH:9][CH:8]=2)[N:11]=1)=[O:24]. Starting materials: CN (methylamine), CC1=CC=C(C=C1)C=1N=C(N(C1C1=CC=C(C=C1)C)C)C(=O)O (4,5-di-(4-methylphenyl)-1-methylimidazole-2-carboxylic acid). Procedure: Using essentially the same procedure as Example 9, Step B, but using methylamine (0.20 mL of 2N methylamine in THF), 4,5-di-(4-methylphenyl)-1-methylimidazole-2-carboxylic acid (25 mg, 0.08 mmol) from Example 9, Step A was converted to the title compound. HPLC/MS: 320 (M+1); Rt=3.28 min. Yields the product CNC(=O)C=1N(C(=C(N1)C1=CC=C(C=C1)C)C1=CC=C(C=C1)C)C (N-Methyl-4,5-di-(4-methylphenyl)-1-methylimidazole-2-carboxamide). The yield is 55.0%. Reagents/catalysts: [Pd] (palladium/carbon). Reactants: O1CCCC1 (tetrahydrofuran), C(=O)[O-].[NH4+] (ammonium formate), [N+](=O)([O-])C=1C=C2C=CNC2=CC1 (5-nitroindole). Yields the product N1C=CC2=CC(=CC=C12)N ((1H-Indole-5-yl)-amine). Run in CO (methanol). Conditions: time 30 minute. Procedure details: 5-nitroindole (1.0 g, 6.17 mmol) was dissolved in methanol (10 ml) and anhydrous tetrahydrofuran (10 ml) at room temperature and then, palladium/carbon (10%) of a catalystic amount and ammonium formate (2.0 g, 31.7 mmol) were added to be stirred slowly at room temperature for 30 minutes. After completing the reaction, the reacting solution was filtered through celite, washed with methanol, concentrated under reduced pressure and then, dropped a silica gel short column. Afterward, the residue was... Reaction SMILES: [N+:1]([C:4]1[CH:5]=[C:6]2[C:10](=[CH:11][CH:12]=1)[NH:9][CH:8]=[CH:7]2)([O-])=O.O1CCCC1.C([O-])=O.[NH4+]>CO.[Pd]>[NH:9]1[C:10]2[C:6](=[CH:5][C:4]([NH2:1])=[CH:12][CH:11]=2)[CH:7]=[CH:8]1 |f:2.3|. The reactants are FC1=C(C=CC(=C1)F)C1(OC1)C(C)C1=NC=CC=N1 (2-(2,4-Difluorophenyl)-2-[1-(pyrimidin-2-yl)ethyl]oxirane), crude product, C(C)(=O)OCC (ethyl acetate), N1N=CN=C1 (1H-1,2,4-triazole), [Na] (sodium). Solvent: CN(C=O)C (N,N-dimethylformamide). The product is FC1=C(C=CC(=C1)F)C(CN1N=CN=C1)(C(C)C1=NC=CC=N1)O (2-(2,4-Difluorophenyl)-3-(pyrimidin-2-yl)-1-(1H-1,2,4-triazol-1-yl)butan-2-ol). RXN SMILES: [F:1][C:2]1[CH:7]=[C:6]([F:8])[CH:5]=[CH:4][C:3]=1[C:9]1([CH:12]([C:14]2[N:19]=[CH:18][CH:17]=[CH:16][N:15]=2)[CH3:13])[CH2:11][O:10]1.[NH:20]1[CH:24]=[N:23][CH:22]=[N:21]1.[Na].C(OCC)(=O)C>CN(C)C=O>[F:1][C:2]1[CH:7]=[C:6]([F:8])[CH:5]=[CH:4][C:3]=1[C:9]([OH:10])([CH:12]([C:14]1[N:19]=[CH:18][CH:17]=[CH:16][N:15]=1)[CH3:13])[CH2:11][N:20]1[CH:24]=[N:23][CH:22]=[N:21]1 |^1:24|. Reported procedure: Treatment of the product of part (iii) (0.80 g) with 1H-1,2,4-triazole, sodium salt (0.82 g) in N,N-dimethylformamide according to the method of Example 12(iv), followed by chromatography of the crude product on silica gel using ethyl acetate as eluant, first gave, after combination and evaporation of appropriate fractions, the title compound, diastereoisomeric pair A, (0.26 g), m.p. 193°-195° (from dichloromethane/ether). Starting materials: O.NN (hydrazine monohydrate), ClC(=O)OCC (Ethyl chloroformate), C(C)(C)(C)OC(NCC(NC1=NC=CC(=C1)OC1=CC(=C(C=C1)NC)[N+](=O)[O-])=O)=O ({[4-(4-Methylamino-3-nitro-phenoxy)-pyridin-2-ylcarbamoyl]-methyl}-carbamic acid tert-butyl ester), CCN(C(C)C)C(C)C (iPr2NEt). The solvent is C1CCOC1 (THF), CN(C)C=O (DMF). The product is C(C)OC(NC1=NC=CC(=C1)OC1=CC(=C(C=C1)NC)[N+](=O)[O-])=O ([4-(4-methylamino-3-nitro-phenoxy)-pyridin-2-yl]carbamic acid ethyl ester). As a reaction SMILES: Cl[C:2]([O:4][CH2:5][CH3:6])=[O:3].C(OC(=O)NCC(=O)[NH:16][C:17]1[CH:22]=[C:21]([O:23][C:24]2[CH:29]=[CH:28][C:27]([NH:30][CH3:31])=[C:26]([N+:32]([O-:34])=[O:33])[CH:25]=2)[CH:20]=[CH:19][N:18]=1)(C)(C)C.CCN(C(C)C)C(C)C.O.NN>C1COCC1.CN(C=O)C>[CH2:5]([O:4][C:2](=[O:3])[NH:16][C:17]1[CH:22]=[C:21]([O:23][C:24]2[CH:29]=[CH:28][C:27]([NH:30][CH3:31])=[C:26]([N+:32]([O-:34])=[O:33])[CH:25]=2)[CH:20]=[CH:19][N:18]=1)[CH3:6] |f:3.4|. Reported procedure: Ethyl chloroformate (2 eq.) was added to a stirring solution of aniline 1 (1 eq.) and iPr2NEt (2 eq.) in dry THF (14 mL) at 0° C. The reaction was allowed to warm to rt over 2 h. The reaction concentrated and the resulting residue dissolved in EtOAc. The organic phase was washed with saturated aqueous NaHCO3 (3×) and the combined aqueous portions were extracted with EtOAc. The combined organic portions were concentrated to give an orange residue as 2. The residue was dissolved in DMF (20 mL), hy... Starting materials: C(C1=CC=CC=C1)NC(COC=1C=CC2=C(C(NC(O2)(C)C)=O)C1)C (6-(2-benzylaminopropoxy)-2,3-dihydro-2,2-dimethyl-4H-1,3-benzoxazin-4-one), O1C(COC2=CC=C(C(=O)NC)C=C2)C1 (4-(2,3-epoxypropoxy)-N-methylbenzamide). The solvent is C(C)(C)O (isopropanol). Product: CC1(OC2=C(C(N1)=O)C=C(C=C2)OCC(C)N(CC(COC2=CC=C(C=C2)C(NC)=O)O)CC2=CC=CC=C2)C (1-[N-[2-(2,3-dihydro-2,2-dimethyl-4-oxo-4H-1,3-benzoxazin-6-yloxy)-1-methylethyl]benzylamino]-3-(4-methylcarbamoylphenoxy)propan-2-ol). RXN SMILES: [CH2:1]([NH:8][CH:9]([CH3:25])[CH2:10][O:11][C:12]1[CH:13]=[CH:14][C:15]2[O:20][C:19]([CH3:22])([CH3:21])[NH:18][C:17](=[O:23])[C:16]=2[CH:24]=1)[C:2]1[CH:7]=[CH:6][CH:5]=[CH:4][CH:3]=1.[O:26]1[CH2:40][CH:27]1[CH2:28][O:29][C:30]1[CH:39]=[CH:38][C:33]([C:34]([NH:36][CH3:37])=[O:35])=[CH:32][CH:31]=1>C(O)(C)C>[CH3:21][C:19]1([CH3:22])[NH:18][C:17](=[O:23])[C:16]2[CH:24]=[C:12]([O:11][CH2:10][CH:9]([N:8]([CH2:1][C:2]3[CH:3]=[CH:4][CH:5]=[CH:6][CH:7]=3)[CH2:40][CH:27]([OH:26])[CH2:28][O:29][C:30]3[CH:39]=[CH:38][C:33]([C:34](=[O:35])[NH:36][CH3:37])=[CH:32][CH:31]=3)[CH3:25])[CH:13]=[CH:14][C:15]=2[O:20]1. Reported procedure: A solution of 13.6 g of 6-(2-benzylaminopropoxy)-2,3-dihydro-2,2-dimethyl-4H-1,3-benzoxazin-4-one and 10.4 g of 4-(2,3-epoxypropoxy)-N-methylbenzamide in 80 ml of isopropanol is refluxed for 30 hours. The residue remaining after the solvent has been evaporated off is divided between ether and 2N hydrochloric acid. The acidic, aqueous phase is separated off, and, whilst cooling with ice, rendered alkaline with approximately 10% aqueous ammonia solution and extracted with ethyl acetate. By separat... Reactants: CC(C)(C)c1ccc2c(c1)CCC2NC(=O)Nc1cccc2[nH]ncc12, O=C(Cl)Cl, CN1CCNCC1, CN(C)C=O, [H-], [Na+], O. The product is CN1CCN(C(=O)n2ncc3c(NC(=O)NC4CCc5cc(C(C)(C)C)ccc54)cccc32)CC1. RXN SMILES: [C:1]([CH3:2])([CH3:3])([CH3:4])[c:5]1[cH:6][c:7]2[c:11]([cH:12][cH:13]1)[CH:10]([NH:14][C:15](=[O:16])[NH:17][c:18]1[c:19]3[cH:20][n:21][nH:22][c:23]3[cH:24][cH:25][cH:26]1)[CH2:9][CH2:8]2.[C:29](=[O:30])([Cl:31])[Cl:32].[CH3:33][N:34]1[CH2:35][CH2:36][NH:37][CH2:38][CH2:39]1.[CH3:41][N:42]([CH3:43])[CH:44]=[O:45].[H-:28].[Na+:27].[OH2:40]>>[C:1]([CH3:2])([CH3:3])([CH3:4])[c:5]1[cH:6][c:7]2[c:11]([cH:12][cH:13]1)[CH:10]([NH:14][C:15](=[O:16])[NH:17][c:18]1[c:19]3[cH:20][n:21][n:22]([C:29](=[O:30])[N:37]4[CH2:36][CH2:35][N:34]([CH3:33])[CH2:39][CH2:38]4)[c:23]3[cH:24][cH:25][cH:26]1)[CH2:9][CH2:8]2. Starting materials: 4E, C(C)OC(C(C)(C)OC1=CC2=CC=CC=C2C(=C1)O)=O (2-(4-hydroxy-naphthalen-2-yloxy)-2-methyl-propionic acid ethyl ester), C1(CC1)C1=NC(=NC=C1CO)C1=CC=C(C=C1)C(F)(F)F ([4-cyclopropyl-2-(4-trifluoromethyl-phenyl)-pyrimidin-5-yl]-methanol). Product: C(C)OC(C(C)(C)OC1=CC2=CC=CC=C2C(=C1)OCC=1C(=NC(=NC1)C1=CC=C(C=C1)C(F)(F)F)C1CC1)=O (2-{4-[4-cyclopropyl-2-(4-trifluoromethyl-phenyl)-pyrimidin-5-ylmethoxy]-naphthalen-2-yloxy}-2-methyl-propionic acid ethyl ester). Reaction SMILES: [CH2:1]([O:3][C:4](=[O:20])[C:5]([O:8][C:9]1[CH:18]=[C:17]([OH:19])[C:16]2[C:11](=[CH:12][CH:13]=[CH:14][CH:15]=2)[CH:10]=1)([CH3:7])[CH3:6])[CH3:2].[CH:21]1([C:24]2[C:29]([CH2:30]O)=[CH:28][N:27]=[C:26]([C:32]3[CH:37]=[CH:36][C:35]([C:38]([F:41])([F:40])[F:39])=[CH:34][CH:33]=3)[N:25]=2)[CH2:23][CH2:22]1>>[CH2:1]([O:3][C:4](=[O:20])[C:5]([O:8][C:9]1[CH:18]=[C:17]([O:19][CH2:30][C:29]2[C:24]([CH:21]3[CH2:23][CH2:22]3)=[N:25][C:26]([C:32]3[CH:33]=[CH:34][C:35]([C:38]([F:40])([F:41])[F:39])=[CH:36][CH:37]=3)=[N:27][CH:28]=2)[C:16]2[C:11](=[CH:12][CH:13]=[CH:14][CH:15]=2)[CH:10]=1)([CH3:7])[CH3:6])[CH3:2]. Reported procedure: A] In analogy to the procedures described in example 4D] and 4E], 2-(4-hydroxy-naphthalen-2-yloxy)-2-methyl-propionic acid ethyl ester (example 17D]) was reacted with [4-cyclopropyl-2-(4-trifluoromethyl-phenyl)-pyrimidin-5-yl]-methanol (example 9D]) to give 2-{4-[4-cyclopropyl-2-(4-trifluoromethyl-phenyl)-pyrimidin-5-ylmethoxy]-naphthalen-2-yloxy}-2-methyl-propionic acid ethyl ester, which was subsequently saponified to yield the title compound as yellow solid.